From a dataset of the Open Reaction Database (ORD), a public repository of structured organic reaction records. describe an organic reaction: reactants, conditions, products, and yield The reactants are C(C)(C)C1=CC=C(C=C1)CCCCC1=C(OCC2OC2)C=CC=C1 (2-{2-[4-(4-isopropylphenyl)butyl]phenoxymethyl}oxirane), CNC (dimethylamine). The solvent is O1CCCC1 (tetrahydrofuran). Yields the product CN(CC(COC1=C(C=CC=C1)CCCCC1=CC=C(C=C1)C(C)C)O)C (3-Dimethylamino-1-{2-[4-(4-isopropylphenyl)butyl]phenoxy}-2-propanol). Yield: 95.0%. RXN SMILES: [CH:1]([C:4]1[CH:9]=[CH:8][C:7]([CH2:10][CH2:11][CH2:12][CH2:13][C:14]2[CH:24]=[CH:23][CH:22]=[CH:21][C:15]=2[O:16][CH2:17][CH:18]2[CH2:20][O:19]2)=[CH:6][CH:5]=1)([CH3:3])[CH3:2].[CH3:25][NH:26][CH3:27]>O1CCCC1>[CH3:25][N:26]([CH3:27])[CH2:20][CH:18]([OH:19])[CH2:17][O:16][C:15]1[CH:21]=[CH:22][CH:23]=[CH:24][C:14]=1[CH2:13][CH2:12][CH2:11][CH2:10][C:7]1[CH:8]=[CH:9][C:4]([CH:1]([CH3:3])[CH3:2])=[CH:5][CH:6]=1. Reported procedure: Following a procedure similar to that described in Example 1(b), a solution of 648 mg of 2-{2-[4-(4-isopropylphenyl)butyl]phenoxymethyl}oxirane [prepared as described in step (a) above] in 13 ml of tetrahydrofuran was treated with 2.6 ml of 50% by volume aqueous dimethylamine. The reaction mixture was worked up and purified as described in Example 1(b), to give 703 mg (yield 95%) the title compound as a colorless oil.